This data is from the Open Reaction Database (ORD), a public repository of structured organic reaction records. The task is: describe an organic reaction: reactants, conditions, products, and yield The reactants are [PH2](O)=O.C1(=CC=CC=C1)C(N)C1=CC=CC=C1 (α-phenylbenzenemethanamine phosphinate), C1(=CC=CC=C1)CC=O (phenylacetaldehyde), CC(=O)C (acetone). The solvent is C(C)O (ethanol), C(C)O (ethanol). Reaction conditions: time 2.5 hour. The product is C1(=CC=CC=C1)C(C1=CC=CC=C1)NC(CC1=CC=CC=C1)P(O)=O ([1-[(Diphenylmethyl)amino]-2-phenylethyl)phosphinic acid). Yield: 62.9%. Reaction SMILES: [PH2:1](=[O:3])[OH:2].[C:4]1([CH:10]([C:12]2[CH:17]=[CH:16][CH:15]=[CH:14][CH:13]=2)[NH2:11])[CH:9]=[CH:8][CH:7]=[CH:6][CH:5]=1.[C:18]1([CH2:24][CH:25]=O)[CH:23]=[CH:22][CH:21]=[CH:20][CH:19]=1.CC(C)=O>C(O)C>[C:12]1([CH:10]([NH:11][CH:25]([PH:1](=[O:2])[OH:3])[CH2:24][C:18]2[CH:23]=[CH:22][CH:21]=[CH:20][CH:19]=2)[C:4]2[CH:5]=[CH:6][CH:7]=[CH:8][CH:9]=2)[CH:13]=[CH:14][CH:15]=[CH:16][CH:17]=1 |f:0.1|. Reported procedure: A solution of 21 g (84.3 mmol) of α-phenylbenzenemethanamine phosphinate in 60 ml of anhydrous ethanol is brought to reflux. 20.25 g (168.5 mmol) of phenylacetaldehyde in 20 ml of anhydrous ethanol are added dropwise. An abundant white precipitate forms. After addition, refluxing is continued for 2.5 hours. After cooling, 100 ml of acetone are added. The precipitate obtained is filtered off and washed with the same solvent. 18.6 g of product are recovered (yield=62.9%). Starting materials: Cc1ccccc1, COc1ccc2sc(C(=O)Cl)c(Cl)c2c1, [NH4+], [OH-]. The product is COc1ccc2sc(C(N)=O)c(Cl)c2c1. Reaction SMILES: [CH3:18][c:19]1[cH:20][cH:21][cH:22][cH:23][cH:24]1.[Cl:1][c:2]1[c:3]2[c:4]([s:5][c:6]1[C:7](=[O:8])[Cl:9])[cH:10][cH:11][c:12]([O:14][CH3:15])[cH:13]2.[NH4+:17].[OH-:16]>>[Cl:1][c:2]1[c:3]2[c:4]([s:5][c:6]1[C:7](=[O:8])[NH2:17])[cH:10][cH:11][c:12]([O:14][CH3:15])[cH:13]2. Reactants: COc1ccc(C=O)c(OC)c1, CC(C)c1ccc(N)cc1. Product: COc1ccc(CNc2ccc(C(C)C)cc2)c(OC)c1. Reaction SMILES: [CH3:1][O:2][c:3]1[c:4]([CH:5]=[O:6])[cH:7][cH:8][c:9]([O:11][CH3:12])[cH:10]1.[CH:13]([CH3:14])([CH3:15])[c:16]1[cH:17][cH:18][c:19]([NH2:20])[cH:21][cH:22]1>>[CH3:1][O:2][c:3]1[c:4]([CH2:5][NH:20][c:19]2[cH:18][cH:17][c:16]([CH:13]([CH3:14])[CH3:15])[cH:22][cH:21]2)[cH:7][cH:8][c:9]([O:11][CH3:12])[cH:10]1. The reactants are O=C(NC1Cc2ccccc2N(C(=O)c2ccc(NC(=O)c3cc(Cl)cc(Cl)c3)cc2)C1)OCc1ccccc1, CC(=O)O. The product is NC1Cc2ccccc2N(C(=O)c2ccc(NC(=O)c3cc(Cl)cc(Cl)c3)cc2)C1. RXN SMILES: [CH2:1]([O:2][C:3](=[O:4])[NH:11][CH:12]1[CH2:13][N:14]([C:22]([c:23]2[cH:24][cH:25][c:26]([NH:29][C:30]([c:31]3[cH:32][c:33]([Cl:38])[cH:34][c:35]([Cl:37])[cH:36]3)=[O:39])[cH:27][cH:28]2)=[O:40])[c:15]2[cH:16][cH:17][cH:18][cH:19][c:20]2[CH2:21]1)[c:5]1[cH:6][cH:7][cH:8][cH:9][cH:10]1.[CH3:41][C:42](=[O:43])[OH:44]>>[NH2:11][CH:12]1[CH2:13][N:14]([C:22]([c:23]2[cH:24][cH:25][c:26]([NH:29][C:30]([c:31]3[cH:32][c:33]([Cl:38])[cH:34][c:35]([Cl:37])[cH:36]3)=[O:39])[cH:27][cH:28]2)=[O:40])[c:15]2[cH:16][cH:17][cH:18][cH:19][c:20]2[CH2:21]1. The reactants are C(C)N1C[C@H](CC1)N(C(=O)CC1=C(C=CC(=C1)F)S(=O)(=O)NC1=CC=C2C3C(COC2=C1C(=O)OC)C3)C (methyl (1aRS,7bSR)-5-(2-{[N—((S)-1-ethylpyrrolidin-3-yl)-N-methylcarbamoyl]-methyl}-4-fluorobenzenesulfonylamino)-1,1a,2,7b-tetrahydrocyclopropa[c]chromene-4-carboxylate), C(C)N1C[C@H](CC1)N(C(=O)CC1=C(C=CC(=C1)F)S(=O)(=O)NC1=CC=C2C3C(COC2=C1C(=O)OC)C3)C (methyl (1aRS,7bSR)-5-(2-{[N—((S)-1-ethylpyrrolidin-3-yl)-N-methylcarbamoyl]-methyl}-4-fluorobenzenesulfonylamino)-1,1a,2,7b-tetrahydrocyclopropa[c]chromene-4-carboxylate), O.[OH-].[Li+] (lithium hydroxide monohydrate), C(=O)O (formic acid). Run in O1CCOCC1 (dioxane), O (water), CO (methanol). Product: C(C)N1C[C@H](CC1)N(C(=O)CC1=C(C=CC(=C1)F)S(=O)(=O)NC1=CC=C2C3C(COC2=C1C(=O)O)C3)C ((1aRS,7bSR)-5-(2-{[N—((S)-1-ethylpyrrolidin-3-yl)-N-methylcarbamoyl]-methyl}-4-fluorobenzenesulfonylamino)-1,1a,2,7b-tetrahydrocyclopropa[c]chromene-4-carboxylic acid). The yield is 48.0%. As a reaction SMILES: [CH2:1]([N:3]1[CH2:7][CH2:6][C@H:5]([N:8]([CH3:38])[C:9]([CH2:11][C:12]2[CH:17]=[C:16]([F:18])[CH:15]=[CH:14][C:13]=2[S:19]([NH:22][C:23]2[C:32]([C:33]([O:35]C)=[O:34])=[C:31]3[C:26]([CH:27]4[CH2:37][CH:28]4[CH2:29][O:30]3)=[CH:25][CH:24]=2)(=[O:21])=[O:20])=[O:10])[CH2:4]1)[CH3:2].O.[OH-].[Li+].C(O)=O>O1CCOCC1.O.CO>[CH2:1]([N:3]1[CH2:7][CH2:6][C@H:5]([N:8]([CH3:38])[C:9]([CH2:11][C:12]2[CH:17]=[C:16]([F:18])[CH:15]=[CH:14][C:13]=2[S:19]([NH:22][C:23]2[C:32]([C:33]([OH:35])=[O:34])=[C:31]3[C:26]([CH:27]4[CH2:37][CH:28]4[CH2:29][O:30]3)=[CH:25][CH:24]=2)(=[O:21])=[O:20])=[O:10])[CH2:4]1)[CH3:2] |f:1.2.3|. Procedure: A mixture of methyl (1aRS,7bSR)-5-(2-{[N—((S)-1-ethylpyrrolidin-3-yl)-N-methylcarbamoyl]-methyl}-4-fluorobenzenesulfonylamino)-1,1a,2,7b-tetrahydrocyclopropa[c]chromene-4-carboxylate (Intermediate 126, 0.047 g) and lithium hydroxide monohydrate (0.168 g) in dioxane (3 mL) and water (1 mL) was irradiated in the microwave at 130° C. for 40 minutes. After cooling, the mixture was diluted with methanol, acidified with formic acid and evaporated in vacuo. The residue was triturated with 10% methanol ... The reactants are CC(C)CC(NC(=O)OC(C)(C)C)C(=O)O, C1CCNCC1. Product: CC(C)CC(NC(=O)OC(C)(C)C)C(=O)N1CCCCC1. As a reaction SMILES: [C:7](=[O:8])([O:9][C:10]([CH3:11])([CH3:12])[CH3:13])[NH:14][CH:15]([CH2:16][CH:17]([CH3:18])[CH3:19])[C:20](=[O:21])[OH:22].[CH2:1]1[CH2:2][CH2:3][NH:4][CH2:5][CH2:6]1>>[CH2:1]1[CH2:2][CH2:3][N:4]([C:20]([CH:15]([NH:14][C:7](=[O:8])[O:9][C:10]([CH3:11])([CH3:12])[CH3:13])[CH2:16][CH:17]([CH3:18])[CH3:19])=[O:21])[CH2:5][CH2:6]1.